From a dataset of the Open Reaction Database (ORD), a public repository of structured organic reaction records. describe an organic reaction: reactants, conditions, products, and yield The reactants are COC(=O)Cn1c(C)c(Cc2ncccc2S(=O)(=O)c2ccc(F)cc2)c2cc(F)ccc21, [Li+], C1CCOC1, [OH-]. The product is Cc1c(Cc2ncccc2S(=O)(=O)c2ccc(F)cc2)c2cc(F)ccc2n1CC(=O)O. RXN SMILES: [CH3:1][O:2][C:3]([CH2:4][n:5]1[c:6]([CH3:32])[c:7]([CH2:15][c:16]2[n:17][cH:18][cH:19][cH:20][c:21]2[S:22](=[O:23])(=[O:24])[c:25]2[cH:26][cH:27][c:28]([F:31])[cH:29][cH:30]2)[c:8]2[cH:9][c:10]([F:14])[cH:11][cH:12][c:13]12)=[O:33].[Li+:34].[O:36]1[CH2:37][CH2:38][CH2:39][CH2:40]1.[OH-:35]>>[O:2]=[C:3]([CH2:4][n:5]1[c:6]([CH3:32])[c:7]([CH2:15][c:16]2[n:17][cH:18][cH:19][cH:20][c:21]2[S:22](=[O:23])(=[O:24])[c:25]2[cH:26][cH:27][c:28]([F:31])[cH:29][cH:30]2)[c:8]2[cH:9][c:10]([F:14])[cH:11][cH:12][c:13]12)[OH:33]. Starting materials: BrC1=CC=C(C=C1)CCN(C(OC(C)(C)C)=O)C[C@@H](C=1C=NC=CC1)O (tert-butyl [2-(4-bromophenyl)ethyl]-[(2R)-2-hydroxy-2-(3-pyridyl)ethyl]carbamate), C(C(C)C)C=1C=C(C=CC1C(=O)OC)B(O)O ([3-isobutyl-4-(methoxycarbonyl)phenyl]boronic acid), [1,1′-bis(diphenylphosphino)feffocene]palladium(II) dichloride, C([O-])([O-])=O.[Na+].[Na+] (sodium carbonate). The reagents and catalysts are C1(=CC=CC=C1)P([C-]1C=CC=C1)C1=CC=CC=C1.[C-]1(C=CC=C1)P(C1=CC=CC=C1)C1=CC=CC=C1.[Fe+2] (1,1′-bis(diphenylphosphino)ferrocene). The solvent is CN(C=O)C (N,N-dimethylformamide). Reaction conditions: temperature 90 celsius, time 3 hour. Yields the product C(C)(C)(C)OC(=O)N(CCC1=CC=C(C=C1)C1=CC(=C(C=C1)C(=O)OC)CC(C)C)C[C@@H](C=1C=NC=CC1)O (methyl 4′-[2-[[tert-butoxycarbonyl]-[(2R)-2-hydroxy-2-(3-pyridyl)ethyl]amino]ethyl]-3-isobutyl-4-biphenylcarboxylate). Yield: 62.5%. RXN SMILES: Br[C:2]1[CH:7]=[CH:6][C:5]([CH2:8][CH2:9][N:10]([CH2:18][C@H:19]([OH:26])[C:20]2[CH:21]=[N:22][CH:23]=[CH:24][CH:25]=2)[C:11](=[O:17])[O:12][C:13]([CH3:16])([CH3:15])[CH3:14])=[CH:4][CH:3]=1.[CH2:27]([C:31]1[CH:32]=[C:33](B(O)O)[CH:34]=[CH:35][C:36]=1[C:37]([O:39][CH3:40])=[O:38])[CH:28]([CH3:30])[CH3:29].C(=O)([O-])[O-].[Na+].[Na+]>CN(C)C=O.C1(P(C2C=CC=CC=2)[C-]2C=CC=C2)C=CC=CC=1.[C-]1(P(C2C=CC=CC=2)C2C=CC=CC=2)C=CC=C1.[Fe+2]>[C:13]([O:12][C:11]([N:10]([CH2:18][C@H:19]([OH:26])[C:20]1[CH:21]=[N:22][CH:23]=[CH:24][CH:25]=1)[CH2:9][CH2:8][C:5]1[CH:6]=[CH:7][C:2]([C:33]2[CH:34]=[CH:35][C:36]([C:37]([O:39][CH3:40])=[O:38])=[C:31]([CH2:27][CH:28]([CH3:30])[CH3:29])[CH:32]=2)=[CH:3][CH:4]=1)=[O:17])([CH3:16])([CH3:15])[CH3:14] |f:2.3.4,6.7.8|. Procedure: To a mixture of tert-butyl [2-(4-bromophenyl)ethyl]-[(2R)-2-hydroxy-2-(3-pyridyl)ethyl]carbamate (500 mg), [3-isobutyl-4-(methoxycarbonyl)phenyl]boronic acid (336 mg), [1,1′-bis(diphenylphosphino)feffocene]palladium(II) dichloride (48.5 mg) and 1,1′-bis(diphenylphosphino)ferrocene (16.4 mg) in N,N-dimethylformamide (3.75 ml) was added 2.0M aqueous sodium carbonate solution (2.08 ml) and the mixture was stirred at 90° C. for 3 hours. After cooling to room temperature, the mixture was partitioned ... Starting materials: O (water), CC1=C(CBr)C=CC=C1C1=CC=CC=C1 (2-methyl-3-phenylbenzyl bromide), [O-]C#N.[K+] (potassium cyanate), CO (methanol), CN(C=O)C (N,N-dimethylformamide). The product is CC1=C(CNC(OC)=O)C=CC=C1C1=CC=CC=C1 (methyl N-(2-methyl-3-phenylbenzyl)carbamate). As a reaction SMILES: [CH3:1][C:2]1[C:9]([C:10]2[CH:15]=[CH:14][CH:13]=[CH:12][CH:11]=2)=[CH:8][CH:7]=[CH:6][C:3]=1[CH2:4]Br.[O-:16][C:17]#N.[K+].CO.O.C[N:24](C)[CH:25]=[O:26]>>[CH3:1][C:2]1[C:9]([C:10]2[CH:15]=[CH:14][CH:13]=[CH:12][CH:11]=2)=[CH:8][CH:7]=[CH:6][C:3]=1[CH2:4][NH:24][C:25](=[O:26])[O:16][CH3:17] |f:1.2|. Procedure details: 3.57 g of 2-methyl-3-phenylbenzyl bromide, 1.66 g of potassium cyanate and 7.00 g of methanol in N,N-dimethylformamide (30 ml) were stirred at 80° C. for 5 hours. After the reaction, the reaction solution was poured into water and extracted with ethyl acetate, and the organic layer was separated, dried over anhydrous magnesium sulfate and evaporated under reduced pressure for removal of the solvent. The residue was purified by silica gel column chromatography to give 2.01 g of methyl N-(2-methyl... The reactants are [H-].C(C(C)C)[Al+]CC(C)C (diisobutylaluminum hydride), FC(C1(CC1)C(=O)OC)(F)F (methyl 1-(trifluoromethyl)cyclopropanecarboxylate). Run in ClCCl (dichloromethane). Conditions: temperature 0 celsius, time 2 hour. Yields the product FC(C1(CC1)CO)(F)F ([1-(Trifluoromethyl)cyclopropyl]methanol). As a reaction SMILES: [H-].C([Al+]CC(C)C)C(C)C.[F:11][C:12]([F:21])([F:20])[C:13]1([C:16](OC)=[O:17])[CH2:15][CH2:14]1>ClCCl>[F:11][C:12]([F:21])([F:20])[C:13]1([CH2:16][OH:17])[CH2:15][CH2:14]1 |f:0.1|. Procedure: At 0° C., 26.7 ml (26.7 mmol) of diisobutylaluminum hydride (1M in dichloromethane) were slowly added dropwise to a solution of 1.89 g (10.7 mmol) of methyl 1-(trifluoromethyl)cyclopropanecarboxylate in 10 ml of dichloromethane. The mixture was then stirred at 0° C. for another 2 h and the reaction was subsequently terminated by addition of 10 ml of methanol. The reaction mixture was diluted with 30 ml of aqueous 20% strength sodium potassium tartrate solution and 30 ml of aqueous buffer solutio... Reactants: ClC1=CC=2C(C3=CC=CC=C3OC2C=C1O)=O (2-chloro-3-hydroxy-9-oxo-9H-xanthene), C([O-])([O-])=O.[K+].[K+] (potassium carbonate), BrCCO (2-bromoethanol). Run in CN(C)C=O (DMF). Reaction conditions: time 3 hour. Yields the product ClC1=CC=2C(C3=CC=CC=C3OC2C=C1OCCO)=O (2-chloro-3-(2-hydroxyethoxy)-9-oxo-9H-xanthene). The yield is 63.6%. RXN SMILES: [Cl:1][C:2]1[C:15]([OH:16])=[CH:14][C:13]2[O:12][C:11]3[C:6](=[CH:7][CH:8]=[CH:9][CH:10]=3)[C:5](=[O:17])[C:4]=2[CH:3]=1.C(=O)([O-])[O-].[K+].[K+].Br[CH2:25][CH2:26][OH:27]>CN(C=O)C>[Cl:1][C:2]1[C:15]([O:16][CH2:25][CH2:26][OH:27])=[CH:14][C:13]2[O:12][C:11]3[C:6](=[CH:7][CH:8]=[CH:9][CH:10]=3)[C:5](=[O:17])[C:4]=2[CH:3]=1 |f:1.2.3|. Procedure: A mixture of 2-chloro-3-hydroxy-9-oxo-9H-xanthene (8.0 g), potassium carbonate (13 g), 2-bromoethanol (12 g) and DMF (200 ml) was stirred at 45°-55° C. for 3 hours. After distilling off the solvent under vacuum, water was added to the residue and the solid crystal was recovered by filtration, washed with water and dried. Recrystallization from a mixed solvent of DMF and water gave 6.0 g of 2-chloro-3-(2-hydroxyethoxy)-9-oxo-9H-xanthene. m.p. 153°-156° C. This compound produced a mass spectrum ha... The reactants are O=C([O-])[O-], CON, Cl, [K+], [K+], O=C(Cl)c1ccccc1[N+](=O)[O-], O. Product: CON(O)C(=O)c1ccccc1[N+](=O)[O-]. Reaction SMILES: [C:5]([O-:6])(=[O:7])[O-:8].[CH3:2][O:3][NH2:4].[ClH:1].[K+:10].[K+:9].[N+:11](=[O:12])([O-:13])[c:14]1[c:15]([C:16](=[O:17])[Cl:18])[cH:19][cH:20][cH:21][cH:22]1.[OH2:23]>>[CH3:2][O:3][N:4]([OH:6])[C:16]([c:15]1[c:14]([N+:11](=[O:12])[O-:13])[cH:22][cH:21][cH:20][cH:19]1)=[O:17]. The reactants are P(O)(O)(O)=O (phosphoric acid), N1C=C(C2=CC=CC=C12)C1CCN(CC1)CCC1=C(N=C2N(C1=O)C(=CS2)C)C (6-[2-[4-(1H-indol-3-yl)-1-piperidinyl]ethyl]-3,7-dimethyl-5H-thiazolo[3,2-a]pyrimidin-5-one), C(C)O (ethanol). Solvent: O (water). The product is P(=O)(O)(O)O.N1C=C(C2=CC=CC=C12)C1CCN(CC1)CCC1=C(N=C2N(C1=O)C(=CS2)C)C (6-[2-[4-(1H-indol-3-yl)-1-piperidinyl]ethyl]-3,7-dimethyl-5H-thiazolo[3,2-a]pyrimidin-5-one phosphate), monohydrate. Isolated yield 80.0%. As a reaction SMILES: [NH:1]1[C:9]2[C:4](=[CH:5][CH:6]=[CH:7][CH:8]=2)[C:3]([CH:10]2[CH2:15][CH2:14][N:13]([CH2:16][CH2:17][C:18]3[C:23](=[O:24])[N:22]4[C:25]([CH3:28])=[CH:26][S:27][C:21]4=[N:20][C:19]=3[CH3:29])[CH2:12][CH2:11]2)=[CH:2]1.C(O)C.[P:33](=[O:37])([OH:36])([OH:35])[OH:34]>O>[P:33]([OH:37])([OH:36])([OH:35])=[O:34].[NH:1]1[C:9]2[C:4](=[CH:5][CH:6]=[CH:7][CH:8]=2)[C:3]([CH:10]2[CH2:15][CH2:14][N:13]([CH2:16][CH2:17][C:18]3[C:23](=[O:24])[N:22]4[C:25]([CH3:28])=[CH:26][S:27][C:21]4=[N:20][C:19]=3[CH3:29])[CH2:12][CH2:11]2)=[CH:2]1 |f:4.5|. Reported procedure: A stirred and warm suspension of 4 parts of 6-[2-[4-(1H-indol-3-yl)-1-piperidinyl]ethyl]-3,7-dimethyl-5H-thiazolo[3,2-a]pyrimidin-5-one in 80 parts of ethanol was acidified with phosphoric acid. 60 Parts of water were added and the whole was boiled. The undissolved material was filtered off and the filtrate was allowed to crystallize. The product was filtered off and dried, yielding 4.5 parts (80%) of 6-[2-[4-(1H-indol-3-yl)-1-piperidinyl]ethyl]-3,7-dimethyl-5H-thiazolo[3,2-a]pyrimidin-5-one pho... Reactants: COC1=NC=C(C=N1)C=CC(=O)OCC (ethyl 3-(2-methoxypyrimidin-5-yl)acrylate). The reagents and catalysts are [Pd] (palladium on carbon). Run in C(C)O (ethanol), C(C)N(CC)CC (triethylamine). Product: COC1=NC=C(C=N1)CCC(=O)OCC (Ethyl 3-(2-methoxypyrimidin-5-yl)propionate). As a reaction SMILES: [CH3:1][O:2][C:3]1[N:8]=[CH:7][C:6]([CH:9]=[CH:10][C:11]([O:13][CH2:14][CH3:15])=[O:12])=[CH:5][N:4]=1>C(O)C.C(N(CC)CC)C.[Pd]>[CH3:1][O:2][C:3]1[N:8]=[CH:7][C:6]([CH2:9][CH2:10][C:11]([O:13][CH2:14][CH3:15])=[O:12])=[CH:5][N:4]=1. Procedure: A suspension of ethyl 3-(2-methoxypyrimidin-5-yl)acrylate (52.4 g, 0.252 mol) in ethanol (400 ml) and triethylamine (50 ml) was treated with 10% palladium on carbon (3 g) and hydrogenated at 50 psi for 1.75 h. The catalyst was filtered off through hyflo and the filtrate evaporated. The residue was dissolved in dichloromethane, washed twice with saturated aqueous ammonium chloride, dried (MgSO4) and evaporated to an oil, yield 41.2 g (78%). 1H-NMR (CDCl3) δ1.23 (3H, t), 2.61 (2H, t), 2.87 (2H, t)...